describe an organic reaction: reactants, conditions, products, and yield From a dataset of the Open Reaction Database (ORD), a public repository of structured organic reaction records. Reactants: C(C1=CC=CC=C1)SCC(=S)N (2-benzylsulfanyl-thioacetamide), BrC1C(C2=CC=C(C=C2C1)Cl)=O (2-bromo-5-chlorindan-1-on). Solvent: CC(=O)C (acetone). Conditions: time 4 hour. Product: C(C1=CC=CC=C1)SCC=1SC2C(N1)(C=1C=CC(=CC1C2)Cl)O (2-benzylsulfanylmethyl-6-chloro-8,8a-dihydroindeno[1,2-d]thiazol-3a-ol). As a reaction SMILES: [CH2:1]([S:8][CH2:9][C:10]([NH2:12])=[S:11])[C:2]1[CH:7]=[CH:6][CH:5]=[CH:4][CH:3]=1.Br[CH:14]1[CH2:22][C:21]2[C:16](=[CH:17][CH:18]=[C:19]([Cl:23])[CH:20]=2)[C:15]1=[O:24]>CC(C)=O>[CH2:1]([S:8][CH2:9][C:10]1[S:11][CH:14]2[CH2:22][C:21]3[CH:20]=[C:19]([Cl:23])[CH:18]=[CH:17][C:16]=3[C:15]2([OH:24])[N:12]=1)[C:2]1[CH:7]=[CH:6][CH:5]=[CH:4][CH:3]=1. Procedure: At room temperature, 0.54 g of 2-benzylsulfanyl-thioacetamide were dissolved in 10 ml of dry acetone and mixed with 0.67 g of 2-bromo-5-chlorindan-1-on, and the mixture was stirred at room temperature for 4 h. The resulting precipitate was filtered off with suction, washed with acetone, taken up in ethyl acetate, mixed with saturated sodium bicarbonate solution and extracted twice. The organic phase was dried over magnesium sulfate, filtered and concentrated under reduced pressure. This synthesi... The reactants are CO (methanol), 206e, BrCCCCCC(C(=O)OCC)(C1=CC=CC=C1)C (Ethyl 7-Bromo-2-methyl-2-phenylheptanoate), [Li+].[BH4-] (LiBH4). Solvent: C(Cl)Cl (CH2Cl2). Product: BrCCCCCC(CO)(C1=CC=CC=C1)C (7-Bromo-2-methyl-2-phenylheptan-1-ol). Yield: 97.7%. As a reaction SMILES: [Br:1][CH2:2][CH2:3][CH2:4][CH2:5][CH2:6][C:7]([CH3:19])([C:13]1[CH:18]=[CH:17][CH:16]=[CH:15][CH:14]=1)[C:8](OCC)=[O:9].[Li+].[BH4-].CO>C(Cl)Cl>[Br:1][CH2:2][CH2:3][CH2:4][CH2:5][CH2:6][C:7]([CH3:19])([C:13]1[CH:14]=[CH:15][CH:16]=[CH:17][CH:18]=1)[CH2:8][OH:9] |f:1.2|. Reported procedure: According to the procedure given for the synthesis of 206e, 205h (60.0 g, 183 mmol) was reduced with LiBH4 (5.96 g, 274 mmol) and methanol (8.55 g, 269 mmol) in anhydrous CH2Cl2 (390 mL). After the typical workup, crude 206h (51.0 g, 98%) was obtained as a yellowish oil, which was used without further purification for the next step. 1H NMR (CDCl3): δ 7.25-7.08 (m, 5H), 3.64 (d, 1H, J=7.2), 3.50 (d, 1H, J=7.2), 3.35 (t, 2H, J=6 Hz), 1.92-0.95 (m, 9H), 1.28 (s, 3H). 13C NMR (CDCl3): δ 144.77, 128.... Yield: 55.5%. Reaction conditions: time 2 hour. The product is BrC1=CC=C2C(=C1)NC(C21C(NC(CC1C1=C(C=CC(=C1)Cl)OC(CC)(C(=O)NS(=O)(=O)C)CC)=O)C1=C(C=CC(=C1)F)C)=O (Racemic (2′S,3S,4′R)-6-bromo-4′-[5-chloro-2-(1-ethyl-1-methanesulfonylaminocarbonyl-propoxy)-phenyl]-2′-(5-fluoro-2-methyl-phenyl)-spiro[3H-indole-3,3′-piperidine]-2,6′(1H)-dione). The reactants are CS(=O)(=O)N (methanesulfonamide), [H-].[Na+] (NaH), Cl (HCl), BrC1=CC=C2C(=C1)NC(C21C(NC(CC1C1=C(C=CC(=C1)Cl)OC(CC)(C(=O)O)CC)=O)C1=C(C=CC(=C1)F)C)=O (racemic (2′S,3S,4′R)-6-bromo-4′-[5-chloro-2-(1-ethyl-1-hydroxycarbonyl-propoxy)-phenyl]-2′-(5-fluoro-2-methyl-phenyl)spiro[3H-indole-3,3′-piperidine]-2,6′(1H)-dione), C1=CN(C=N1)C(=O)N2C=CN=C2 (CDI). Run in CN(C)C=O (DMF), O (water), CN(C)C=O (DMF). Reaction SMILES: [Br:1][C:2]1[CH:7]=[C:6]2[NH:8][C:9](=[O:41])[C:10]3([CH:15]([C:16]4[CH:21]=[C:20]([Cl:22])[CH:19]=[CH:18][C:17]=4[O:23][C:24]([CH2:30][CH3:31])([C:27](O)=[O:28])[CH2:25][CH3:26])[CH2:14][C:13](=[O:32])[NH:12][CH:11]3[C:33]3[CH:38]=[C:37]([F:39])[CH:36]=[CH:35][C:34]=3[CH3:40])[C:5]2=[CH:4][CH:3]=1.C1N=CN(C(N2C=NC=C2)=O)C=1.[CH3:54][S:55]([NH2:58])(=[O:57])=[O:56].[H-].[Na+].Cl>CN(C=O)C.O>[Br:1][C:2]1[CH:7]=[C:6]2[NH:8][C:9](=[O:41])[C:10]3([CH:15]([C:16]4[CH:21]=[C:20]([Cl:22])[CH:19]=[CH:18][C:17]=4[O:23][C:24]([CH2:25][CH3:26])([C:27]([NH:58][S:55]([CH3:54])(=[O:57])=[O:56])=[O:28])[CH2:30][CH3:31])[CH2:14][C:13](=[O:32])[NH:12][CH:11]3[C:33]3[CH:38]=[C:37]([F:39])[CH:36]=[CH:35][C:34]=3[CH3:40])[C:5]2=[CH:4][CH:3]=1 |f:3.4|. Procedure: A solution of racemic (2′S,3S,4′R)-6-bromo-4′-[5-chloro-2-(1-ethyl-1-hydroxycarbonyl-propoxy)-phenyl]-2′-(5-fluoro-2-methyl-phenyl)spiro[3H-indole-3,3′-piperidine]-2,6′(1H)-dione (480 mg, 0.75 mmol) and CDI (242 mg, 1.5 mmol) in DMF (5 mL) was heated at 60° C. for 2 h. Then to this solution was added a mixture of methanesulfonamide (712 mg, 7.5 mmol) and NaH (300 mg, 60%, 7.5 mmol) in DMF (5 mL), which had been stirred at room temperature for 2 h. After the resulting mixture was stirred at room ... Reactants: SC=1NC=CN1 (2-mercaptoimidazole), NC1=C(C=CC(=C1)Cl)[N+](=O)[O-] (2-amino-4-chloro-1-nitrobenzene), CN(C=O)C (dimethylformamide), [H-].[Na+] (sodium hydride). Solvent: O (water). The product is NC1=C(C=CC(=C1)SC=1NC=CN1)[N+](=O)[O-] (2-amino-4-(imidazol-2-ylthio)-1-nitrobenzene). RXN SMILES: [SH:1][C:2]1[NH:3][CH:4]=[CH:5][N:6]=1.CN(C)C=O.[H-].[Na+].[NH2:14][C:15]1[CH:20]=[C:19](Cl)[CH:18]=[CH:17][C:16]=1[N+:22]([O-:24])=[O:23]>O>[NH2:14][C:15]1[CH:20]=[C:19]([S:1][C:2]2[NH:3][CH:4]=[CH:5][N:6]=2)[CH:18]=[CH:17][C:16]=1[N+:22]([O-:24])=[O:23] |f:2.3|. Procedure: A solution of 2.0 g. 2-mercaptoimidazole in 25 ml. dimethylformamide is treated with 0.85 g. of 57% sodium hydride (in oil suspension). 3.0 G. of 2-amino-4-chloro-1-nitrobenzene is added and the mixture heated overnight at 155°-155° C. The mixture is diluted with water, filtered and the crude product washed with chloroform, recrystallized from aqueous methanol to yield 2-amino-4-(imidazol-2-ylthio)-1-nitrobenzene. The reactants are C(C)(C)(C)OC(=O)N[C@H](C(=O)OC(C)(C)C)CC=O (tert-Butyl (2S)-2-[(tert-butoxycarbonyl)amino]-4-oxobutanoate), C(C)OC(C(CCCOCC1=CC=CC=C1)P(=O)(OCC)OCC)=O (5-Benzyloxy-2-(diethoxyphosphoryl)-pentanoic acid ethyl ester), [H-].[Na+] (sodium hydride). Solvent: C1CCOC1 (THF), C1CCOC1 (THF), C1CCOC1 (THF). Run at temperature 0 celsius, time 90 minute. The product is C(C)OC(\C(=C/C[C@@H](C(=O)OC(C)(C)C)NC(=O)OC(C)(C)C)\CCCOCC1=CC=CC=C1)=O ((Z)—(S)-2-(3-Benzyloxypropyl)-5-tert-butoxycarbonylamino-hex-2-enedioic acid 6-tert-butyl ester 1-ethyl ester), C(C)OC(\C(=C\C[C@@H](C(=O)OC(C)(C)C)NC(=O)OC(C)(C)C)\CCCOCC1=CC=CC=C1)=O ((E)-(S)-2-(3-Benzyloxypropyl)-5-tert-butoxycarbonylamino-hex-2-enedioic acid 6-tert-butyl ester 1-ethyl ester). As a reaction SMILES: [CH2:1]([O:3][C:4](=[O:25])[CH:5](P(OCC)(OCC)=O)[CH2:6][CH2:7][CH2:8][O:9][CH2:10][C:11]1[CH:16]=[CH:15][CH:14]=[CH:13][CH:12]=1)[CH3:2].[H-].[Na+].[C:28]([O:32][C:33]([NH:35][C@@H:36]([CH2:44][CH:45]=O)[C:37]([O:39][C:40]([CH3:43])([CH3:42])[CH3:41])=[O:38])=[O:34])([CH3:31])([CH3:30])[CH3:29]>C1COCC1>[CH2:1]([O:3][C:4](=[O:25])/[C:5](/[CH2:6][CH2:7][CH2:8][O:9][CH2:10][C:11]1[CH:12]=[CH:13][CH:14]=[CH:15][CH:16]=1)=[CH:45]\[CH2:44][C@H:36]([NH:35][C:33]([O:32][C:28]([CH3:29])([CH3:31])[CH3:30])=[O:34])[C:37]([O:39][C:40]([CH3:41])([CH3:42])[CH3:43])=[O:38])[CH3:2].[CH2:1]([O:3][C:4](=[O:25])/[C:5](/[CH2:6][CH2:7][CH2:8][O:9][CH2:10][C:11]1[CH:12]=[CH:13][CH:14]=[CH:15][CH:16]=1)=[CH:45]/[CH2:44][C@H:36]([NH:35][C:33]([O:32][C:28]([CH3:29])([CH3:31])[CH3:30])=[O:34])[C:37]([O:39][C:40]([CH3:41])([CH3:42])[CH3:43])=[O:38])[CH3:2] |f:1.2|. Reported procedure: A solution of 5-Benzyloxy-2-(diethoxyphosphoryl)-pentanoic acid ethyl ester (1.36 g, 3.65 mmol) in dry THF (5 mL) was added dropwise at 0° C. to a solution of sodium hydride (0.18 g, 7.46 mmol) in dry THF (3 mL). After stirring for 15 min tert-Butyl (2S)-2-[(tert-butoxycarbonyl)amino]-4-oxobutanoate (Example 1c) (1.0 g, 3.66 mmol) was added as a solution in dry THF (5 mL) dropwise to the reaction mixture. After stirring for 90 min at 0° C. the reaction was quenched by addition of saturated sodiu... Reactants: C(=O)(OCC1=CC=CC=C1)Cl (Carbobenzoxy chloride), C([O-])(O)=O.[Na+] (Sodium bicarbonate), O (water), FC=1C=C(N)C=CC1N1CCOCC1 (3-fluoro-4-morpholinyl aniline), ice water. Run in CC(=O)C (acetone). Reaction conditions: temperature 25 celsius, time 2 hour. The product is C(=O)(OCC1=CC=CC=C1)NC1=CC=C(C=C1)N1CCOCC1 (N-carbobenzoxy-4-morpholinyl aniline). Isolated yield 93.9%. As a reaction SMILES: C(=O)(O)[O-].[Na+].O.F[C:8]1[CH:9]=[C:10]([CH:12]=[CH:13][C:14]=1[N:15]1[CH2:20][CH2:19][O:18][CH2:17][CH2:16]1)[NH2:11].[C:21](Cl)([O:23][CH2:24][C:25]1[CH:30]=[CH:29][CH:28]=[CH:27][CH:26]=1)=[O:22]>CC(C)=O>[C:21]([NH:11][C:10]1[CH:12]=[CH:13][C:14]([N:15]2[CH2:20][CH2:19][O:18][CH2:17][CH2:16]2)=[CH:8][CH:9]=1)([O:23][CH2:24][C:25]1[CH:30]=[CH:29][CH:28]=[CH:27][CH:26]=1)=[O:22] |f:0.1|. Reported procedure: Sodium bicarbonate (17 g, 202 mmol) and 150 mL water were added to a solution of 3-fluoro-4-morpholinyl aniline (26 g, 133 mmol) of acetone (200 mL). The reaction mixture was cooled to −10˜0° C. Carbobenzoxy chloride (26 g. 152 mmol) was added dropwise within 1 hour. The mixture raised to room temperature (25° C.) naturally, and stirred at this temperature for 2 hours. Then the material liquid was poured into 500 mL ice water, filtered, and dried to provide 39 g of off-white solid in 90% yield. The reactants are ClC1=NC(=NC(=C1F)Cl)C (4,6-dichloro-5-fluoro-2-methylpyrimidine), C(C)(C)N(C(C)C)CC (N,N-diisopropylethylamine), Cl.Cl.C1OCCN2[C@H]1CNCC2 ((9aS)-octahydropyrazino[2,1-c][1,4]oxazine dihydrochloride). The solvent is C(Cl)Cl (DCM), C(Cl)Cl (DCM). Reaction conditions: time 2 hour. Product: ClC1=C(C(=NC(=N1)C)N1C[C@H]2COCCN2CC1)F ((9aS)-8-(6-chloro-5-fluoro-2-methyl-4-pyrimidinyl)octahydropyrazino[2,1-c][1,4]oxazine). Reaction SMILES: Cl.Cl.[CH2:3]1[C@@H:8]2[CH2:9][NH:10][CH2:11][CH2:12][N:7]2[CH2:6][CH2:5][O:4]1.[Cl:13][C:14]1[C:19]([F:20])=[C:18](Cl)[N:17]=[C:16]([CH3:22])[N:15]=1.C(N(CC)C(C)C)(C)C>C(Cl)Cl>[Cl:13][C:14]1[N:15]=[C:16]([CH3:22])[N:17]=[C:18]([N:10]2[CH2:11][CH2:12][N:7]3[C@H:8]([CH2:3][O:4][CH2:5][CH2:6]3)[CH2:9]2)[C:19]=1[F:20] |f:0.1.2|. Procedure details: To a mixture of (9aS)-octahydropyrazino[2,1-c][1,4]oxazine dihydrochloride (23.28 g, 108.2 mmol) in DCM (360 mL) was added 4,6-dichloro-5-fluoro-2-methylpyrimidine (19.59 g, 108.2 mmol) and N,N-diisopropylethylamine (68 mL, 390.4 mmol). The mixture was stirred for 2 h, and the resulting solution was diluted with DCM (100 mL) and washed with saturated aq. NaHCO3 (200 mL). The aqueous phase was extracted with a fresh portion of DCM (100 mL), and this organic phase was washed with saturated aq. NaH... Reactants: O=C(Cl)Oc1ccccc1, CN1CCC(O)N(c2nnc(C(F)(F)F)s2)C1=O, c1ccncc1. Yields the product CN1CCC(OC(=O)Oc2ccccc2)N(c2nnc(C(F)(F)F)s2)C1=O. Reaction SMILES: [Cl:19][C:20](=[O:21])[O:22][c:23]1[cH:24][cH:25][cH:26][cH:27][cH:28]1.[F:1][C:2]([c:3]1[n:4][n:5][c:6]([N:8]2[C:9](=[O:16])[N:10]([CH3:15])[CH2:11][CH2:12][CH:13]2[OH:14])[s:7]1)([F:17])[F:18].[cH:29]1[cH:30][cH:31][n:32][cH:33][cH:34]1>>[F:1][C:2]([c:3]1[n:4][n:5][c:6]([N:8]2[C:9](=[O:16])[N:10]([CH3:15])[CH2:11][CH2:12][CH:13]2[O:14][C:20](=[O:21])[O:22][c:23]2[cH:24][cH:25][cH:26][cH:27][cH:28]2)[s:7]1)([F:17])[F:18]. Starting materials: S(=O)(=O)(OC[C@@H]1NC([C@@H]1N=[N+]=[N-])=O)C1=CC=C(C)C=C1 (cis-3-azido-4-oxo-2-azetidinylmethyl tosylate), [Br-].[Li+] (lithium bromide), CN(C=O)C (dimethylformamide). Run in C(C)(=O)OCC (ethyl acetate). Yields the product N(=[N+]=[N-])[C@@H]1[C@@H](NC1=O)CBr (cis-3-Azido-4-oxo-2-azetidinylmethyl bromide). Isolated yield 94.1%. As a reaction SMILES: S(C1C=CC(C)=CC=1)(O[CH2:5][C@H:6]1[C@@H:9]([N:10]=[N+:11]=[N-:12])[C:8](=[O:13])[NH:7]1)(=O)=O.[Br-:21].[Li+].CN(C)C=O>C(OCC)(=O)C>[N:10]([C@H:9]1[C:8](=[O:13])[NH:7][C@H:6]1[CH2:5][Br:21])=[N+:11]=[N-:12] |f:1.2|. Procedure: A mixture of 0.413 g (1.40 mmol) of cis-3-azido-4-oxo-2-azetidinylmethyl tosylate, 0.434 g (5.0 mmol) of anhydrous lithium bromide and 5 ml of anhydrous dimethylformamide is heated to 100° under argon for one hour. The solution is allowed to cool to 25°, poured into ethyl acetate and extracted copiously with water. The ethyl acetate layer is dried and evaporated to give 0.270 g (94%) of the title product.